This data is from the Open Reaction Database (ORD), a public repository of structured organic reaction records. The task is: describe an organic reaction: reactants, conditions, products, and yield Starting materials: CCN=C=O, C1CCOC1, N#Cc1cc(-c2ccccc2)c(-c2ccc(CN3CCC(n4c(=O)[nH]c5ccccc54)CC3)cc2)nc1N. Yields the product CCNC(=O)Nc1nc(-c2ccc(CN3CCC(n4c(=O)[nH]c5ccccc54)CC3)cc2)c(-c2ccccc2)cc1C#N. As a reaction SMILES: [CH2:39]([CH3:40])[N:41]=[C:42]=[O:43].[CH2:44]1[O:45][CH2:46][CH2:47][CH2:48]1.[NH2:1][c:2]1[c:3]([C:4]#[N:5])[cH:6][c:7](-[c:33]2[cH:34][cH:35][cH:36][cH:37][cH:38]2)[c:8](-[c:10]2[cH:11][cH:12][c:13]([CH2:16][N:17]3[CH2:18][CH2:19][CH:20]([n:23]4[c:24](=[O:32])[nH:25][c:26]5[c:27]4[cH:28][cH:29][cH:30][cH:31]5)[CH2:21][CH2:22]3)[cH:14][cH:15]2)[n:9]1>>[NH:1]([c:2]1[c:3]([C:4]#[N:5])[cH:6][c:7](-[c:33]2[cH:34][cH:35][cH:36][cH:37][cH:38]2)[c:8](-[c:10]2[cH:11][cH:12][c:13]([CH2:16][N:17]3[CH2:18][CH2:19][CH:20]([n:23]4[c:24](=[O:32])[nH:25][c:26]5[c:27]4[cH:28][cH:29][cH:30][cH:31]5)[CH2:21][CH2:22]3)[cH:14][cH:15]2)[n:9]1)[C:42]([NH:41][CH2:39][CH3:40])=[O:43]. The reactants are C(#C)C=1C(=NOC1C)C1=CC=CC=C1 (4-ethynyl-5-methyl-3-phenyl-isoxazole), IC1=NC=CC=C1O (2-iodo-3-hydroxypyridine). The product is CC1=C(C(=NO1)C1=CC=CC=C1)C#CC1=NC=CC=C1O (2-(5-Methyl-3-phenyl-isoxazol-4-ylethynyl)-pyridin-3-ol). Isolated yield 56.0%. RXN SMILES: [C:1]([C:3]1[C:4]([C:9]2[CH:14]=[CH:13][CH:12]=[CH:11][CH:10]=2)=[N:5][O:6][C:7]=1[CH3:8])#[CH:2].I[C:16]1[C:21]([OH:22])=[CH:20][CH:19]=[CH:18][N:17]=1>>[CH3:8][C:7]1[O:6][N:5]=[C:4]([C:9]2[CH:14]=[CH:13][CH:12]=[CH:11][CH:10]=2)[C:3]=1[C:1]#[C:2][C:16]1[C:21]([OH:22])=[CH:20][CH:19]=[CH:18][N:17]=1. Procedure details: As described for example 11c, 4-ethynyl-5-methyl-3-phenyl-isoxazole (110 mg, 0.60 mmol) was converted (using 2-iodo-3-hydroxypyridine instead of 2-chloro-4-iodopyridine) to the title compound (SiO2, heptane:ethyl acetate=95:5 to 50:50, 93 mg, 56%) which was obtained as a light yellow solid. MS: m/e=377.1 [M+H]+. Starting materials: FC(S(=O)(=O)OC1=CC(=C(C=C1)CCNS(=O)(=O)C1=C(C=CC(=C1)C#N)OC)OCOC)(F)F (4-[2-(5-cyano-2-methoxybenzenesulfonylamino)ethyl]-3-methoxymethoxyphenyl trifluoromethanesulfonate), CSC1=C(C=CC=C1)B(O)O (2-(methylthio)phenylboronic acid), C([O-])([O-])=O.[Na+].[Na+] (sodium carbonate), O (water). The reagents and catalysts are [Br-].C(CCC)[N+](CCCC)(CCCC)CCCC (tetra-n-butylammonium bromide), C=1C=CC(=CC1)[P](C=2C=CC=CC2)(C=3C=CC=CC3)[Pd]([P](C=4C=CC=CC4)(C=5C=CC=CC5)C=6C=CC=CC6)([P](C=7C=CC=CC7)(C=8C=CC=CC8)C=9C=CC=CC9)[P](C=1C=CC=CC1)(C=1C=CC=CC1)C=1C=CC=CC1 (tetrakis(triphenylphosphine)palladium(0)). Solvent: C1(=CC=CC=C1)C (toluene). Conditions: temperature 85 celsius. Yields the product C(#N)C=1C=CC(=C(C1)S(=O)(=O)NCCC1=C(C=C(C=C1)C1=C(C=CC=C1)SC)OCOC)OC (5-cyano-2-methoxy-N-[2-(3-methoxymethoxy-2′-methylthiobiphenyl-4-yl)ethyl]benzenesulfonamide). The yield is 83.9%. RXN SMILES: FC(F)(F)S(O[C:7]1[CH:12]=[CH:11][C:10]([CH2:13][CH2:14][NH:15][S:16]([C:19]2[CH:24]=[C:23]([C:25]#[N:26])[CH:22]=[CH:21][C:20]=2[O:27][CH3:28])(=[O:18])=[O:17])=[C:9]([O:29][CH2:30][O:31][CH3:32])[CH:8]=1)(=O)=O.[CH3:35][S:36][C:37]1[CH:42]=[CH:41][CH:40]=[CH:39][C:38]=1B(O)O.C(=O)([O-])[O-].[Na+].[Na+].O>[Br-].C([N+](CCCC)(CCCC)CCCC)CCC.C1C=CC([P]([Pd]([P](C2C=CC=CC=2)(C2C=CC=CC=2)C2C=CC=CC=2)([P](C2C=CC=CC=2)(C2C=CC=CC=2)C2C=CC=CC=2)[P](C2C=CC=CC=2)(C2C=CC=CC=2)C2C=CC=CC=2)(C2C=CC=CC=2)C2C=CC=CC=2)=CC=1.C1(C)C=CC=CC=1>[C:25]([C:23]1[CH:22]=[CH:21][C:20]([O:27][CH3:28])=[C:19]([S:16]([NH:15][CH2:14][CH2:13][C:10]2[CH:11]=[CH:12][C:7]([C:38]3[CH:39]=[CH:40][CH:41]=[CH:42][C:37]=3[S:36][CH3:35])=[CH:8][C:9]=2[O:29][CH2:30][O:31][CH3:32])(=[O:17])=[O:18])[CH:24]=1)#[N:26] |f:2.3.4,6.7,^1:74,76,95,114|. Procedure details: A mixture of 24.75 g of 4-[2-(5-cyano-2-methoxybenzenesulfonylamino)ethyl]-3-methoxymethoxyphenyl trifluoromethanesulfonate, 8.32 g of 2-(methylthio)phenylboronic acid, 2.73 g of tetrakis(triphenylphosphine)palladium(0), 728 mg of tetra-n-butylammonium bromide, 10.00 g of sodium carbonate, 48 mL of water and 285 mL of toluene was heated under an argon atmosphere at 85° C. for 15 hours. The precipitate was collected by filtration, washed successively with ethyl acetate and water to give 19.74 g o... Reactants: C1(=CC=CC=C1)N1C(=O)C=2C=C(C=3N(C4=CC(=C(C=C4C3C2C1=O)OC)Br)CC1=CC=CC=C1)CN(C)C (N-phenyl-9-benzyl-7-bromo-1-dimethylaminomethyl-6-methoxycarbazole-3,4-dicarboximide), [Cl-].[Al+3].[Cl-].[Cl-] (aluminum chloride). The solvent is C1(=CC=CC=C1)OC (anisole). Run at time 120 hour. The product is C1(=CC=CC=C1)N1C(=O)C=2C=C(C=3NC4=CC(=C(C=C4C3C2C1=O)OC)Br)CN(C)C (N-phenyl-7-bromo-1-dimethylaminomethyl-6-methoxycarbazole-3,4-dicarboximide). The yield is 84.9%. RXN SMILES: [C:1]1([N:7]2[C:23](=[O:24])[C:22]3[C:21]4[C:20]5[C:15](=[CH:16][C:17]([Br:27])=[C:18]([O:25][CH3:26])[CH:19]=5)[N:14](CC5C=CC=CC=5)[C:13]=4[C:12]([CH2:35][N:36]([CH3:38])[CH3:37])=[CH:11][C:10]=3[C:8]2=[O:9])[CH:6]=[CH:5][CH:4]=[CH:3][CH:2]=1.[Cl-].[Al+3].[Cl-].[Cl-]>C1(OC)C=CC=CC=1>[C:1]1([N:7]2[C:23](=[O:24])[C:22]3[C:21]4[C:20]5[C:15](=[CH:16][C:17]([Br:27])=[C:18]([O:25][CH3:26])[CH:19]=5)[NH:14][C:13]=4[C:12]([CH2:35][N:36]([CH3:37])[CH3:38])=[CH:11][C:10]=3[C:8]2=[O:9])[CH:2]=[CH:3][CH:4]=[CH:5][CH:6]=1 |f:1.2.3.4|. Procedure: 350 mg of N-phenyl-9-benzyl-7-bromo-1-dimethylaminomethyl-6-methoxycarbazole-3,4-dicarboximide was suspended in 5 ml of anisole. To the suspension was added 410 mg of anhydrous aluminum chloride. The resulting mixture was stirred for 120 hours at room temperature. The solvent was removed by distillation under reduced pressure. To the residue was added 20 ml of an aqueous saturated sodium hydrogencarbonate solution. The resulting mixture was stirred for 10 minutes at room temperature. The insolub... Starting materials: Cl.N[C@H](C(=O)N(C)C)C(C)(C)C ((2S)-2-Amino-3,3-dimethyl-N,N-dimethylbutyramide hydrochloride), C(C1=CC=CC=C1)OC([C@H](CC(C)C)OC(=O)Cl)=O ((2S)-2-chlorocarbonyloxy-4-methylvaleric acid benzylester), TEA. Run in C(C)(=O)OCC (ethyl acetate). Yields the product C(C1=CC=CC=C1)OC([C@H](CC(C)C)OC(N[C@@H](C(C)(C)C)C(N(C)C)=O)=O)=O ((2S)-2-[N-[(1S)-2,2-dimethyl-1-(N,N-dimethylcarbamoyl)propyl]carbamoyloxy]-4-methylvaleric acid benzyl ester). Isolated yield 85.6%. As a reaction SMILES: Cl.[NH2:2][C@@H:3]([C:9]([CH3:12])([CH3:11])[CH3:10])[C:4]([N:6]([CH3:8])[CH3:7])=[O:5].[CH2:13]([O:20][C:21](=[O:31])[C@@H:22]([O:27][C:28](Cl)=[O:29])[CH2:23][CH:24]([CH3:26])[CH3:25])[C:14]1[CH:19]=[CH:18][CH:17]=[CH:16][CH:15]=1>C(OCC)(=O)C>[CH2:13]([O:20][C:21](=[O:31])[C@@H:22]([O:27][C:28](=[O:29])[NH:2][C@H:3]([C:4](=[O:5])[N:6]([CH3:8])[CH3:7])[C:9]([CH3:12])([CH3:11])[CH3:10])[CH2:23][CH:24]([CH3:25])[CH3:26])[C:14]1[CH:19]=[CH:18][CH:17]=[CH:16][CH:15]=1 |f:0.1|. Procedure details: (2S)-2-Amino-3,3-dimethyl-N,N-dimethylbutyramide hydrochloride (0.25 g), (2S)-2-chlorocarbonyloxy-4-methylvaleric acid benzylester (0.36 g) and TEA (0.31 g) were reacted in ethyl acetate (10 ml) in a similar manner to that of Example 4-1) to give (2S)-2-[N-[(1S)-2,2-dimethyl-1-(N,N-dimethylcarbamoyl)propyl]carbamoyloxy]-4-methylvaleric acid benzyl ester (0.44 g). The reactants are COc1cc(C2(c3cccc(Br)c3)N=C(N)c3c(F)cccc32)ccn1, O=C([O-])[O-], COCCOC, CCO, [Cs+], [Cs+], O, OB(O)c1cncnc1. The product is COc1cc(C2(c3cccc(-c4cncnc4)c3)N=C(N)c3c(F)cccc32)ccn1. Reaction SMILES: [Br:1][c:2]1[cH:3][c:4]([C:8]2([c:19]3[cH:20][c:21]([O:25][CH3:26])[n:22][cH:23][cH:24]3)[N:9]=[C:10]([NH2:18])[c:11]3[c:12]([F:17])[cH:13][cH:14][cH:15][c:16]32)[cH:5][cH:6][cH:7]1.[C:36](=[O:37])([O-:38])[O-:39].[CH3:42][O:43][CH2:44][CH2:45][O:46][CH3:47].[CH3:48][CH2:49][OH:50].[Cs+:40].[Cs+:41].[OH2:51].[n:27]1[cH:28][n:29][cH:30][c:31]([B:33]([OH:34])[OH:35])[cH:32]1>>[c:2]1(-[c:31]2[cH:30][n:29][cH:28][n:27][cH:32]2)[cH:3][c:4]([C:8]2([c:19]3[cH:20][c:21]([O:25][CH3:26])[n:22][cH:23][cH:24]3)[N:9]=[C:10]([NH2:18])[c:11]3[c:12]([F:17])[cH:13][cH:14][cH:15][c:16]32)[cH:5][cH:6][cH:7]1. Starting materials: CO, O=Cc1ccc(Cl)cc1Cl, [K+], c1ccc(Oc2cnc3[nH]ccc3c2)cc1, [OH-]. Reaction SMILES: [CH3:29][OH:30].[Cl:17][c:18]1[c:19]([CH:20]=[O:21])[cH:22][cH:23][c:24]([Cl:26])[cH:25]1.[K+:28].[O:1]([c:2]1[cH:3][cH:4][cH:5][cH:6][cH:7]1)[c:8]1[cH:9][c:10]2[c:11]([n:12][cH:13]1)[nH:14][cH:15][cH:16]2.[OH-:27]>>[O:1]([c:2]1[cH:3][cH:4][cH:5][cH:6][cH:7]1)[c:8]1[cH:9][c:10]2[c:11]([n:12][cH:13]1)[nH:14][cH:15][c:16]2[CH:20]([c:19]1[c:18]([Cl:17])[cH:25][c:24]([Cl:26])[cH:23][cH:22]1)[OH:21]. The product is OC(c1ccc(Cl)cc1Cl)c1c[nH]c2ncc(Oc3ccccc3)cc12. Procedure details: The title compound, white solid (20 mg, 61%), MS (ISP) m/z=458.3 [(M+H)+], was prepared in accordance with the general method of example 1 from Trans-4-[2-(4-Benzo[1,3]dioxol-4-yl-piperazin-1-yl)-ethyl]-cyclohexylamine trihydrochloride (Intermediate A) (30 mg, 68.1 mmol) and 1-hydroxycyclohexanecarboxylic acid. Starting materials: solid, Cl.Cl.Cl.O1COC2=C1C=CC=C2N2CCN(CC2)CC[C@@H]2CC[C@H](CC2)N (Trans-4-[2-(4-Benzo[1,3]dioxol-4-yl-piperazin-1-yl)-ethyl]-cyclohexylamine trihydrochloride), Cl.Cl.Cl.O1COC2=C1C=CC=C2N2CCN(CC2)CC[C@@H]2CC[C@H](CC2)N (Trans-4-[2-(4-Benzo[1,3]dioxol-4-yl-piperazin-1-yl)-ethyl]-cyclohexylamine trihydrochloride), OC1(CCCCC1)C(=O)O (1-hydroxycyclohexanecarboxylic acid). As a reaction SMILES: Cl.Cl.Cl.[O:4]1[C:8]2[CH:9]=[CH:10][CH:11]=[C:12]([N:13]3[CH2:18][CH2:17][N:16]([CH2:19][CH2:20][C@H:21]4[CH2:26][CH2:25][C@H:24]([NH2:27])[CH2:23][CH2:22]4)[CH2:15][CH2:14]3)[C:7]=2[O:6][CH2:5]1.[OH:28][C:29]1([C:35](O)=[O:36])[CH2:34][CH2:33][CH2:32][CH2:31][CH2:30]1>>[O:4]1[C:8]2[CH:9]=[CH:10][CH:11]=[C:12]([N:13]3[CH2:18][CH2:17][N:16]([CH2:19][CH2:20][C@H:21]4[CH2:26][CH2:25][C@H:24]([NH:27][C:35]([C:29]5([OH:28])[CH2:34][CH2:33][CH2:32][CH2:31][CH2:30]5)=[O:36])[CH2:23][CH2:22]4)[CH2:15][CH2:14]3)[C:7]=2[O:6][CH2:5]1 |f:0.1.2.3|. Product: O1COC2=C1C=CC=C2N2CCN(CC2)CC[C@@H]2CC[C@H](CC2)NC(=O)C2(CCCCC2)O (1-Hydroxy-cyclohexanecarboxylic acid-trans-N-{4-[2-(4-benzo[1,3]dioxol-4-yl-piperazin-1-yl)-ethyl]-cyclohexyl}-amide).